From a dataset of the Open Reaction Database (ORD), a public repository of structured organic reaction records. describe an organic reaction: reactants, conditions, products, and yield The reactants are [H-].[Na+] (Sodium hydride), COC=1C=CC=C2C(NC(=NC12)C)=O (8-methoxy-2-methyl-3H-quinazolin-4-one), C(C)(C)(C)OC(=O)N1CCC(CC1)CCCI (4-(3-iodo-propyl)-piperidine-1-carboxylic acid tert-butyl ester). The solvent is CN(C)C=O (DMF), CN(C)C=O (DMF), CCOC(=O)C (EtOAc). Run at temperature 80 celsius, time 0.75 hour. Yields the product C(C)(C)(C)OC(=O)N1CCC(CC1)CCCN1C(=NC2=C(C=CC=C2C1=O)OC)C (4-[3-(8-methoxy-2-methyl-4-oxo-4H-quinazolin-3-yl)-propyl]-piperidine-1-carboxylic acid tert-butyl ester). As a reaction SMILES: [H-].[Na+].[CH3:3][O:4][C:5]1[CH:6]=[CH:7][CH:8]=[C:9]2[C:14]=1[N:13]=[C:12]([CH3:15])[NH:11][C:10]2=[O:16].[C:17]([O:21][C:22]([N:24]1[CH2:29][CH2:28][CH:27]([CH2:30][CH2:31][CH2:32]I)[CH2:26][CH2:25]1)=[O:23])([CH3:20])([CH3:19])[CH3:18]>CN(C=O)C.CCOC(C)=O>[C:17]([O:21][C:22]([N:24]1[CH2:29][CH2:28][CH:27]([CH2:30][CH2:31][CH2:32][N:11]2[C:10](=[O:16])[C:9]3[C:14](=[C:5]([O:4][CH3:3])[CH:6]=[CH:7][CH:8]=3)[N:13]=[C:12]2[CH3:15])[CH2:26][CH2:25]1)=[O:23])([CH3:20])([CH3:19])[CH3:18] |f:0.1|. Procedure: Sodium hydride (91 mg, 2.37 mmol) was added to a solution of 8-methoxy-2-methyl-3H-quinazolin-4-one (300 mg, 1.58 mmol) in DMF (30 mL). The reaction mixture was stirred at 80° C. for 0.75 h and cooled to room temperature, then a solution of 4-(3-iodo-propyl)-piperidine-1-carboxylic acid tert-butyl ester (837 mg, 2.37 mmol) in DMF (1 mL) was added. The reaction mixture was heated at 85° C. for 17 h and diluted with EtOAc. The organic solution was washed with water and sat'd aq NaCl, dried and con... Starting materials: FC(C=1C=C(C=C(C1)C(F)(F)F)C(C(=O)Cl)(C)C)(F)F (2-(3,5-bis-trifluoromethyl-phenyl)-2-methyl-propionyl chloride), CNC=1C=NC(=CC1C1=C(C=CC=C1)C)N1CCOCC1 (methyl-(6-morpholin-4-yl-4-o-tolyl-pyridin-3-yl)-amine), C(C)N(C(C)C)C(C)C (N-ethyl-di-isopropylamine), O (water). The solvent is ClCCl (dichloromethane), ClCCl (dichloromethane). Reaction conditions: temperature 0 celsius, time 2.5 hour. Yields the product FC(C=1C=C(C=C(C1)C(F)(F)F)C(C(=O)N(C=1C=NC(=CC1C1=C(C=CC=C1)C)N1CCOCC1)C)(C)C)(F)F (2-(3,5-bis-trifluoromethyl-phenyl)-N-methyl-N-(6-morpholin-4-yl-4-o-tolyl-pyridin-3-yl)-isobutyramide). Yield: 64.2%. RXN SMILES: [F:1][C:2]([F:20])([F:19])[C:3]1[CH:4]=[C:5]([C:13]([CH3:18])([CH3:17])[C:14](Cl)=[O:15])[CH:6]=[C:7]([C:9]([F:12])([F:11])[F:10])[CH:8]=1.[CH3:21][NH:22][C:23]1[CH:24]=[N:25][C:26]([N:36]2[CH2:41][CH2:40][O:39][CH2:38][CH2:37]2)=[CH:27][C:28]=1[C:29]1[CH:34]=[CH:33][CH:32]=[CH:31][C:30]=1[CH3:35].C(N(C(C)C)C(C)C)C.O>ClCCl>[F:1][C:2]([F:20])([F:19])[C:3]1[CH:4]=[C:5]([C:13]([CH3:18])([CH3:17])[C:14]([N:22]([CH3:21])[C:23]2[CH:24]=[N:25][C:26]([N:36]3[CH2:41][CH2:40][O:39][CH2:38][CH2:37]3)=[CH:27][C:28]=2[C:29]2[CH:34]=[CH:33][CH:32]=[CH:31][C:30]=2[CH3:35])=[O:15])[CH:6]=[C:7]([C:9]([F:12])([F:11])[F:10])[CH:8]=1. Procedure: A solution of 1.2 g (3.8 mMol) 2-(3,5-bis-trifluoromethyl-phenyl)-2-methyl-propionyl chloride and 0.5 ml dichloromethane were added dropwise over 15 minutes at 0° C. to a solution of 1.0 g (3.5 mMol) methyl-(6-morpholin-4-yl-4-o-tolyl-pyridin-3-yl)-amine and 0.85 ml (4.9 mMol) N-ethyl-di-isopropylamine in 7.0 ml dichloromethane. The reaction mixture was stirred 2.5 hours at 0° C., poured onto 8 ml deionized water and stirred further 30 minutes at room temperature. The phases were separated and t... Starting materials: CC(=O)O, O=[N+]([O-])c1ccc(SCc2cccc(F)c2)cc1, [Na+], [Na+], O=C([O-])[O-], O. The product is Nc1ccc(SCc2cccc(F)c2)cc1. As a reaction SMILES: [CH3:26][C:27](=[O:28])[OH:29].[F:1][c:2]1[cH:3][c:4]([CH2:8][S:9][c:10]2[cH:11][cH:12][c:13]([N+:16]([O-:17])=[O:18])[cH:14][cH:15]2)[cH:5][cH:6][cH:7]1.[Na+:19].[Na+:20].[O-:21][C:22](=[O:23])[O-:24].[OH2:25]>>[F:1][c:2]1[cH:3][c:4]([CH2:8][S:9][c:10]2[cH:11][cH:12][c:13]([NH2:16])[cH:14][cH:15]2)[cH:5][cH:6][cH:7]1. Reactants: C (charcoal), C (charcoal), C[Si](O[SiH](O[Si](C)(C)C)O[Si](C)(C)C)(C)C (tris-(trimethylsiloxy)silane), C(C)(=O)OCC=C (allyl acetate). The reagents and catalysts are [Ru] (ruthenium), [Ru] (ruthenium). Conditions: temperature 105 celsius. The product is C[Si](O[Si](OC(C)=O)(O[Si](C)(C)C)O[Si](C)(C)C)(C)C (tris-(trimethylsiloxy)-acetoxysilane). As a reaction SMILES: [CH3:1][Si:2]([CH3:16])([CH3:15])[O:3][SiH:4]([O:10][Si:11]([CH3:14])([CH3:13])[CH3:12])[O:5][Si:6]([CH3:9])([CH3:8])[CH3:7].[C:17]([O:20]CC=C)(=[O:19])[CH3:18].C>[Ru]>[CH3:8][Si:6]([CH3:7])([CH3:9])[O:5][Si:4]([O:10][Si:11]([CH3:14])([CH3:13])[CH3:12])([O:3][Si:2]([CH3:16])([CH3:15])[CH3:1])[O:20][C:17](=[O:19])[CH3:18]. Reported procedure: A mixture containing 296 g of tris-(trimethylsiloxy)silane, 110 g of allyl acetate and 2.4 g of ruthenium supported on activated charcoal (5 percent by weight of ruthenium and 95 percent by weight of activated charcoal), in which the 2.4 g refers to the total wieght of the charcoal and the ruthenium, are heated to boiling under reflux (approx. 105° C.) for 4 hours. The tris-(trimethylsiloxy)-acetoxysilane yield is quantitative. The reactants are [OH-].[Na+] (sodium hydroxide), FC=1C=CC(=NC1)C1=CC=C(CC2(N(C(OC2=O)C2=CC=CC=C2)C(=O)OCC2=CC=CC=C2)C)C=C1 (benzyl 4-[4-(5-fluoropyridin-2-yl)benzyl]-4-methyl-5-oxo-2-phenyl-1,3-oxazolidine-3-carboxylate). Run in CO (methanol), O (water). Conditions: temperature 80 celsius, time 2 hour. The product is C(C1=CC=CC=C1)OC(=O)NC(C(=O)O)(CC1=CC=C(C=C1)C1=NC=C(C=C1)F)C (2-{[(benzyloxy)carbonyl]amino}-3-[4-(5-fluoropyridin-2-yl)phenyl]-2-methylpropanoic acid). As a reaction SMILES: [OH-].[Na+].[F:3][C:4]1[CH:5]=[CH:6][C:7]([C:10]2[CH:39]=[CH:38][C:13]([CH2:14][C:15]3([CH3:37])[C:19](=[O:20])[O:18]C(C4C=CC=CC=4)[N:16]3[C:27]([O:29][CH2:30][C:31]3[CH:36]=[CH:35][CH:34]=[CH:33][CH:32]=3)=[O:28])=[CH:12][CH:11]=2)=[N:8][CH:9]=1>CO.O>[CH2:30]([O:29][C:27]([NH:16][C:15]([CH3:37])([CH2:14][C:13]1[CH:38]=[CH:39][C:10]([C:7]2[CH:6]=[CH:5][C:4]([F:3])=[CH:9][N:8]=2)=[CH:11][CH:12]=1)[C:19]([OH:20])=[O:18])=[O:28])[C:31]1[CH:32]=[CH:33][CH:34]=[CH:35][CH:36]=1 |f:0.1|. Reported procedure: 5N Aqueous sodium hydroxide (1.45 mL) was added to an ambient temperature solution of benzyl 4-[4-(5-fluoropyridin-2-yl)benzyl]-4-methyl-5-oxo-2-phenyl-1,3-oxazolidine-3-carboxylate (180 mg, 0.36 mmol) in methanol (2 mL) and water (2 mL). After stirring at 80° C. for 2 h, the reaction mixture was concentrated. The residue was acidified with 2N hydrochloric acid and extracted with ethyl acetate. The combined organic extracts were washed with brine, dried and concentrated in vacuo to afford 2-{[(b...